Dataset: the Open Reaction Database (ORD), a public repository of structured organic reaction records. Task: describe an organic reaction: reactants, conditions, products, and yield Starting materials: [N+](=O)([O-])C1=C(C=C(C=C1)NC1CCN(CC1)C(CCN1CCC(CC1)OCC1=CC=C(C=C1)C(F)(F)F)=O)C(F)(F)F (1-[4-(4-nitro-3-trifluoromethyl-phenylamino)-piperidin-1-yl]-3-[4-(4-trifluoromethyl-benzyloxy)-piperidin-1-yl]-propan-1-one), COC=1C=CC(=CC1)P2(=S)SP(=S)(S2)C=3C=CC(=CC3)OC (Lawesson's reagent). Yields the product [N+](=O)([O-])C1=C(C=C(C=C1)NC1CCN(CC1)C(CCN1CCC(CC1)OCC1=CC=C(C=C1)C(F)(F)F)=S)C(F)(F)F (1-[4-(4-nitro-3-trifluoromethyl-phenylamino)-piperidin-1-yl]-3-[4-(4-trifluoromethyl-benzyloxy)-piperidin-1-yl]-propane-1-thione). RXN SMILES: [N+:1]([C:4]1[CH:9]=[CH:8][C:7]([NH:10][CH:11]2[CH2:16][CH2:15][N:14]([C:17](=O)[CH2:18][CH2:19][N:20]3[CH2:25][CH2:24][CH:23]([O:26][CH2:27][C:28]4[CH:33]=[CH:32][C:31]([C:34]([F:37])([F:36])[F:35])=[CH:30][CH:29]=4)[CH2:22][CH2:21]3)[CH2:13][CH2:12]2)=[CH:6][C:5]=1[C:39]([F:42])([F:41])[F:40])([O-:3])=[O:2].COC1C=CC(P2(SP(C3C=CC(OC)=CC=3)(=S)S2)=[S:52])=CC=1>>[N+:1]([C:4]1[CH:9]=[CH:8][C:7]([NH:10][CH:11]2[CH2:16][CH2:15][N:14]([C:17](=[S:52])[CH2:18][CH2:19][N:20]3[CH2:25][CH2:24][CH:23]([O:26][CH2:27][C:28]4[CH:33]=[CH:32][C:31]([C:34]([F:37])([F:36])[F:35])=[CH:30][CH:29]=4)[CH2:22][CH2:21]3)[CH2:13][CH2:12]2)=[CH:6][C:5]=1[C:39]([F:42])([F:41])[F:40])([O-:3])=[O:2]. Procedure details: 1-[4-(4-Nitro-3-trifluoromethyl-phenylamino)-piperidin-1-yl]-3-[4-(4-fluoromethyl-benzyloxy)-piperidin-1-yl]-propan-1-one (26 mg; 0.043 mmol, prepared in accordance with Example 57) is reacted with Lawesson's reagent (9 mg; 0.022 mmol) according to the general conditions described in Example 109. The desired product is obtained following purification by preparative HPLC (7 mg; 0.011 mmol). The structure was confirmed using Protocol I-B. Calculated mass=619; observed mass=619; HPLC retention time... Procedure: To a vial containing the title compound from Example 22 Step B (0.020 g, 0.080 mmol), the title compound from Example 62 Step E (0.021 g, 0.080 mmol), bis(di-tert-butyl(4-dimethylaminophenyl)phosphine)dichloropalladium(II) (1.132 mg, 1.599 μmol), and potassium carbonate (0.033 g, 0.240 mmol) were added tert-butanol (0.90 mL) and water (0.10 mL). The vial was flushed with nitrogen, sealed tightly and heated to 80° C. overnight. The reaction solution was then cooled to room temperature and concent... Solvent: O (water). RXN SMILES: Br[C:2]1[CH:3]=[C:4]2[C:9](=[CH:10][CH:11]=1)[N:8]1[CH:12]=[N:13][N:14]=[C:7]1[CH2:6][CH2:5]2.[CH2:15]([S:17]([C:20]([C:23]1[CH:24]=[C:25](B(O)O)[CH:26]=[N:27][CH:28]=1)([CH3:22])[CH3:21])(=[O:19])=[O:18])[CH3:16].C(=O)([O-])[O-].[K+].[K+].C(O)(C)(C)C>CC(P(C(C)(C)C)C1C=CC(N(C)C)=CC=1)(C)C.CC(P(C(C)(C)C)C1C=CC(N(C)C)=CC=1)(C)C.Cl[Pd]Cl.O>[CH2:15]([S:17]([C:20]([C:23]1[CH:24]=[C:25]([C:2]2[CH:3]=[C:4]3[C:9](=[CH:10][CH:11]=2)[N:8]2[CH:12]=[N:13][N:14]=[C:7]2[CH2:6][CH2:5]3)[CH:26]=[N:27][CH:28]=1)([CH3:22])[CH3:21])(=[O:18])=[O:19])[CH3:16] |f:2.3.4,6.7.8|. Yields the product C(C)S(=O)(=O)C(C)(C)C=1C=C(C=NC1)C=1C=C2CCC=3N(C2=CC1)C=NN3 (7-{5-[2-(ethylsulfonyl)propan-2-yl]pyridin-3-yl}-4,5-dihydro[1,2,4]triazolo[4,3-a]quinoline). Starting materials: BrC=1C=C2CCC=3N(C2=CC1)C=NN3 (7-bromo-4,5-dihydro[1,2,4]triazolo[4,3-a]quinoline), C(C)S(=O)(=O)C(C)(C)C=1C=C(C=NC1)B(O)O ({5-[2-(ethylsulfonyl)propan-2-yl]pyridin-3-yl}boronic acid), C([O-])([O-])=O.[K+].[K+] (potassium carbonate), C(C)(C)(C)O (tert-butanol). Reaction conditions: temperature 80 celsius. Reagents/catalysts: CC(C)(C)P(C1=CC=C(C=C1)N(C)C)C(C)(C)C.CC(C)(C)P(C1=CC=C(C=C1)N(C)C)C(C)(C)C.Cl[Pd]Cl (bis(di-tert-butyl(4-dimethylaminophenyl)phosphine)dichloropalladium(II)). Reactants: C(C)NCC (diethylamine), ClC(C(=O)O)CC1=CC(=C(C=C1)C1CCCCC1)Cl (α-chloro-β-(3-chloro-4-cyclohexylphenyl)propionic acid). Solvent: CCCCCC (n-hexane). The product is C(C)[NH2+]CC.C(CC)(=O)[O-] (propionic acid, diethylammonium salt). Reaction SMILES: [CH2:1]([NH:3][CH2:4][CH3:5])[CH3:2].Cl[CH:7]([CH2:11]C1C=CC(C2CCCCC2)=C(Cl)C=1)[C:8]([OH:10])=[O:9]>CCCCCC>[CH2:1]([NH2+:3][CH2:4][CH3:5])[CH3:2].[C:8]([O-:10])(=[O:9])[CH2:7][CH3:11] |f:3.4|. Procedure: Anhydrous diethylamine (0.11 moles) is added dropwise to a stirred solution of α-chloro-β-(3-chloro-4-cyclohexylphenyl)propionic acid (0.10 moles) in 100 ml. of n-hexane at 0°C. The precipitate is collected on a filter, washed with n-hexane, and dried in a vacuum desiccator to obtain α-chloro-β-(3-chloro-4-cyclohexylphenyl(propionic acid, diethylammonium salt. Reactants: C(C)(C)(C)OC(=O)N1CCC(CC1)C1=C(C(NN1)=O)C (1-tert-butoxycarbonyl-4-(4-methyl-(1H)-pyrazol-3-one-5-yl)piperidine), [N+](=[N-])=C (diazomethane). Run in CCOCC (Et2O). Yields the product C(C)(C)(C)OC(=O)N1CCC(CC1)C1=C(C(=NN1)OC)C (1-tert-Butoxycarbonyl-4-(3-methoxy-4-methyl-(1H)-pyrazol-5-yl)piperidine). As a reaction SMILES: [C:1]([O:5][C:6]([N:8]1[CH2:13][CH2:12][CH:11]([C:14]2[NH:18][NH:17][C:16](=[O:19])[C:15]=2[CH3:20])[CH2:10][CH2:9]1)=[O:7])([CH3:4])([CH3:3])[CH3:2].[N+](=[CH2:23])=[N-]>CCOCC>[C:1]([O:5][C:6]([N:8]1[CH2:13][CH2:12][CH:11]([C:14]2[NH:18][N:17]=[C:16]([O:19][CH3:23])[C:15]=2[CH3:20])[CH2:10][CH2:9]1)=[O:7])([CH3:4])([CH3:2])[CH3:3]. Reported procedure: A suspension of 1-tert-butoxycarbonyl-4-(4-methyl-(1H)-pyrazol-3-one-5-yl)piperidine (from Step C) in 12.5 mL (9.9 mmol) of 0.8 M diazomethane in Et2O was allowed to stand (occasional swirling) until all solids were in solution. Excess diazomethane was quenched with HOAc. The reaction was partitioned between 1 N NaHCO3 and Et2O. After separating phases, the organic layer was dried over MgSO4 and concentrated. The residue was purified by flash chromatography using 19:1 v/v hexanes/acetone, 9:1 v/... The reactants are O=C(O)c1ccc(CN(c2ccc3c(c2)CCC3)c2nc(-c3ccc(OC(F)(F)F)cc3)cs2)cc1, CCN=C=NCCCN(C)C, COC(=O)C(O)CN, CCOC(C)=O, CCN(C(C)C)C(C)C, Cl, Cl, CN(C)C=O, On1nnc2ccccc21. The product is COC(=O)C(O)CNC(=O)c1ccc(CN(c2ccc3c(c2)CCC3)c2nc(-c3ccc(OC(F)(F)F)cc3)cs2)cc1. RXN SMILES: [CH2:1]1[CH2:2][CH2:3][c:4]2[cH:5][c:6]([N:10]([c:11]3[s:12][cH:13][c:14](-[c:16]4[cH:17][cH:18][c:19]([O:22][C:23]([F:24])([F:25])[F:26])[cH:20][cH:21]4)[n:15]3)[CH2:27][c:28]3[cH:29][cH:30][c:31]([C:32](=[O:33])[OH:34])[cH:35][cH:36]3)[cH:7][cH:8][c:9]21.[CH2:48]([N:49]=[C:50]=[N:51][CH2:52][CH2:53][CH2:54][N:55]([CH3:56])[CH3:57])[CH3:58].[CH3:60][O:61][C:62]([CH:63]([CH2:64][NH2:65])[OH:66])=[O:67].[CH3:82][CH2:83][O:84][C:85](=[O:86])[CH3:87].[CH:68]([N:69]([CH2:70][CH3:71])[CH:72]([CH3:73])[CH3:74])([CH3:75])[CH3:76].[ClH:47].[ClH:59].[O:77]=[CH:78][N:79]([CH3:80])[CH3:81].[OH:37][n:38]1[c:39]2[cH:40][cH:41][cH:42][cH:43][c:44]2[n:45][n:46]1>>[CH2:1]1[CH2:2][CH2:3][c:4]2[cH:5][c:6]([N:10]([c:11]3[s:12][cH:13][c:14](-[c:16]4[cH:17][cH:18][c:19]([O:22][C:23]([F:24])([F:25])[F:26])[cH:20][cH:21]4)[n:15]3)[CH2:27][c:28]3[cH:29][cH:30][c:31]([C:32](=[O:33])[NH:65][CH2:64][CH:63]([C:62]([O:61][CH3:60])=[O:67])[OH:66])[cH:35][cH:36]3)[cH:7][cH:8][c:9]21. The reactants are N (ammonia), C(#N)C(C(=O)OCC)C1CC1 (ethyl 2-cyano-2-cyclopropylacetate), Cl (hydrogen chloride). Solvent: C(C)O (ethanol), C(C)O (ethanol), C(C)O (ethanol). Conditions: time 72 hour. The product is Cl.C1(CC1)C(C(=N)N)C(=O)OCC (2-Cyclopropyl-2-ethoxycarbonylacetamidine hydrochloride). As a reaction SMILES: [C:1]([CH:3]([CH:9]1[CH2:11][CH2:10]1)[C:4]([O:6][CH2:7][CH3:8])=[O:5])#[N:2].[ClH:12].[NH3:13]>C(O)C>[ClH:12].[CH:9]1([CH:3]([C:4]([O:6][CH2:7][CH3:8])=[O:5])[C:1]([NH2:13])=[NH:2])[CH2:10][CH2:11]1 |f:4.5|. Reported procedure: Into a stirred solution of 38.72 g (0.253 mol) of ethyl 2-cyano-2-cyclopropylacetate (preparation described by R. W. J. Carney and J. Wojtkunski, Org. Prep. Proced. Int., 5, 25 (1973)) in 17.7 mL (0.303 mol) of anhydrous ethanol under a dry N2 atmosphere was introduced 10.0 g (0.274 mol) of gaseous hydrogen chloride with ice cooling. The mixture was allowed to warm to room temperature and stand for 72 hours. The reaction was diluted with 100 mL of anhydrous ethanol, 70 mL of ammonia in ethanol (... Starting materials: ClCCN1C(=NC2=C1C=CC=C2)C=2N(C(=CN2)[N+](=O)[O-])C (1-(2-chloroethyl)-2-(5-nitro-1-methyl-2-imidazolyl)-benzimidazole), N1CCOCC1 (morpholine). Solvent: O1CCOCC1 (dioxane). The product is O1CCN(CC1)CCN1C(=NC2=C1C=CC=C2)C=2N(C(=CN2)[N+](=O)[O-])C (1-(2-morpholinoethyl)-2-(5-nitro-1-methyl-2-imidazolyl)-benzimidazole). RXN SMILES: Cl[CH2:2][CH2:3][N:4]1[C:8]2[CH:9]=[CH:10][CH:11]=[CH:12][C:7]=2[N:6]=[C:5]1[C:13]1[N:14]([CH3:21])[C:15]([N+:18]([O-:20])=[O:19])=[CH:16][N:17]=1.[NH:22]1[CH2:27][CH2:26][O:25][CH2:24][CH2:23]1>O1CCOCC1>[O:25]1[CH2:26][CH2:27][N:22]([CH2:2][CH2:3][N:4]2[C:8]3[CH:9]=[CH:10][CH:11]=[CH:12][C:7]=3[N:6]=[C:5]2[C:13]2[N:14]([CH3:21])[C:15]([N+:18]([O-:20])=[O:19])=[CH:16][N:17]=2)[CH2:23][CH2:24]1. Procedure details: 0.31 g. of 1-(2-chloroethyl)-2-(5-nitro-1-methyl-2-imidazolyl)-benzimidazole are boiled for 12 hours with 0.18 g. of morpholine in 50 ml. of dioxane. By evaporation and preparative thin-layer chromatography of the mixture, 50 mg. of 1-(2-morpholinoethyl)-2-(5-nitro-1-methyl-2-imidazolyl)-benzimidazole is obtained, the hydrochloride of which has a melting point of 237° C.